This data is from the Open Reaction Database (ORD), a public repository of structured organic reaction records. The task is: describe an organic reaction: reactants, conditions, products, and yield Starting materials: O (water), C(C1=CC=CC=C1)O[C@H]1[C@@H](O[C@@H]([C@H]1O)CO)N1C(=O)NC(=O)C=C1 (2'-O-benzyluridine), C(Br)(Br)(Br)Br (carbon tetrabromide), C1(=CC=CC=C1)P(C1=CC=CC=C1)C1=CC=CC=C1 (triphenylphosphine). The solvent is CN(C)C=O (DMF), CN(C)C=O (DMF). Run at temperature 20 celsius, time 2 hour. The product is C(C1=CC=CC=C1)O[C@H]1[C@@H](O[C@@H]([C@H]1O)CBr)N1C(=O)NC(=O)C=C1 (2'-O-benzyl-5'-bromo-5'-deoxyuridine). The yield is 40.3%. Reaction SMILES: [CH2:1]([O:8][C@@H:9]1[C@H:13]([OH:14])[C@@H:12]([CH2:15]O)[O:11][C@H:10]1[N:17]1[CH:24]=[CH:23][C:21](=[O:22])[NH:20][C:18]1=[O:19])[C:2]1[CH:7]=[CH:6][CH:5]=[CH:4][CH:3]=1.C(Br)(Br)(Br)[Br:26].C1(P(C2C=CC=CC=2)C2C=CC=CC=2)C=CC=CC=1.O>CN(C=O)C>[CH2:1]([O:8][C@@H:9]1[C@H:13]([OH:14])[C@@H:12]([CH2:15][Br:26])[O:11][C@H:10]1[N:17]1[CH:24]=[CH:23][C:21](=[O:22])[NH:20][C:18]1=[O:19])[C:2]1[CH:7]=[CH:6][CH:5]=[CH:4][CH:3]=1. Procedure: To a mixture of 2'-O-benzyluridine [Wagner et al. (1974), J. Org. Chem. 39, 24-30] (334 mg 1 mM) carbon tetrabromide (500 mg) and DMF (4 ml) at 20° C. under Argon was added over 5 mins a solution of triphenylphosphine (340 mg) in DMF (2 ml). The mixture was stirred at 20° C. for 2 hrs, poured into water (60 ml) and extracted twice with ethyl acetate. The combined organic extracts were washed with water, dried, and evaporated to an oil. This oil was chromatographed on 20 g of Merck silica gel (Ar... The reactants are [Li](C1CC1) (effective_coupling_partner), COc1ccc2ccccc2c1 (substrate). Reagents/catalysts: SIMes. Conditions: temperature 25 celsius, time 12 hour. Product: c1ccc2cc(C3CC3)ccc2c1. Starting materials: COC([C@@H](NC([C@@H](NC(=O)C1=NC=CN=C1)CC1=CC=CC=C1)=O)CC1=CC=CC=C1)=O (N-pyrazineformyl-L-phenylalanyl-L-phenylalanine methyl ester), [OH-].[Na+] (NaOH), Cl (Hydrochloric acid). Solvent: CC(=O)C (acetone). Reaction conditions: time 2 hour. The product is N1=C(C=NC=C1)C(=O)N[C@@H](CC1=CC=CC=C1)C(=O)N[C@@H](CC1=CC=CC=C1)C(=O)O (N-pyrazineformyl-L-phenylalanyl-L-phenylalanine). The yield is 90.3%. As a reaction SMILES: C[O:2][C:3](=[O:32])[C@H:4]([CH2:25][C:26]1[CH:31]=[CH:30][CH:29]=[CH:28][CH:27]=1)[NH:5][C:6](=[O:24])[C@H:7]([CH2:17][C:18]1[CH:23]=[CH:22][CH:21]=[CH:20][CH:19]=1)[NH:8][C:9]([C:11]1[CH:16]=[N:15][CH:14]=[CH:13][N:12]=1)=[O:10].[OH-].[Na+].Cl>CC(C)=O>[N:12]1[CH:13]=[CH:14][N:15]=[CH:16][C:11]=1[C:9]([NH:8][C@H:7]([C:6]([NH:5][C@H:4]([C:3]([OH:32])=[O:2])[CH2:25][C:26]1[CH:31]=[CH:30][CH:29]=[CH:28][CH:27]=1)=[O:24])[CH2:17][C:18]1[CH:19]=[CH:20][CH:21]=[CH:22][CH:23]=1)=[O:10] |f:1.2|. Reported procedure: The product of N-pyrazineformyl-L-phenylalanyl-L-phenylalanine methyl ester (1.52 g, 3.52 mmol) in Preparation example 4 was dissolved with 10 ml of acetone, 2N NaOH was added dropwise slowly under the condition of ice water bath until a pH value of 12˜13 was obtained, and the solution was kept reacting under the condition of an ice water bath, the reaction was monitored by TLC and completed after 2 h. Hydrochloric acid was added dropwise under the condition of ice water bath until a pH value of... Reactants: CS(=O)(=O)OC(C=CC=CC=CC=CC=CC=CCCCCCCCCC)=O (docosahexaenoyl methane sulfonate), [Br-].[Mg+2].[Br-] (magnesium bromide). Solvent: CCOCC (ether). Run at time 8 hour. The product is C(C=CC=CC=CC=CC=CC=CCCCCCCCCC)(=O)Br (Docosahexaenoyl Bromide). As a reaction SMILES: CS([O:5][C:6](=O)[CH:7]=[CH:8][CH:9]=[CH:10][CH:11]=[CH:12][CH:13]=[CH:14][CH:15]=[CH:16][CH:17]=[CH:18][CH2:19][CH2:20][CH2:21][CH2:22][CH2:23][CH2:24][CH2:25][CH2:26][CH3:27])(=O)=O.[Br-:29].[Mg+2].[Br-]>CCOCC>[C:6]([Br:29])(=[O:5])[CH:7]=[CH:8][CH:9]=[CH:10][CH:11]=[CH:12][CH:13]=[CH:14][CH:15]=[CH:16][CH:17]=[CH:18][CH2:19][CH2:20][CH2:21][CH2:22][CH2:23][CH2:24][CH2:25][CH2:26][CH3:27] |f:1.2.3|. Procedure details: A mixture of docosahexaenoyl methane sulfonate (2.0 g, 5.1 mmol) and magnesium bromide (4.3 g, 23 mmol) in anhydrous ether (100 mL) was stirred under argon overnight. The resulting suspension was filtered and the solid washed with ether (2×30 mL). The filtrate and wash were combined and solvent evaporated. The resulting residual was purified by column chromatography on silica gel (230-400 mesh, 40 mL) eluted with hexanes. This gave 2.2 g of docosahexaenoyl bromide (II) as colourless oil. Reactants: C(C)OC(CC)OCC (propion-aldehyde-diethyl-acetal), [Br-] (bromide). The solvent is C(Cl)(Cl)(Cl)Cl (carbon tetrachloride), C(Cl)(Cl)(Cl)Cl (carbon tetrachloride). Yields the product C(C)OC(C(C)Br)OCC (2-bromo-propionaldehyde-diethyl-acetal). RXN SMILES: [CH2:1]([O:3][CH:4]([O:7][CH2:8][CH3:9])[CH2:5][CH3:6])[CH3:2].[Br-:10]>C(Cl)(Cl)(Cl)Cl>[CH2:1]([O:3][CH:4]([O:7][CH2:8][CH3:9])[CH:5]([Br:10])[CH3:6])[CH3:2]. Procedure: 13.22 g of propion-aldehyde-diethyl-acetal are dissolved in 15 ml of carbon tetrachloride; at -10° C. 20 ml of the carbon tetrachloride solution of 17.58 g of bromide are dropped to it under stirring. After its warming to room temperature it is distilled in vacuo. Reactants: O=C1CC2=C(N1)SC(=C2)C(=O)N (5,6-Dihydro-5-oxo-4H-thieno[2,3-b]pyrrole-2-carboxamide), ice water, COC1=CC=C(C=C1)C1=NNC=C1C=O (3-(4-Methoxyphenyl)-1H-pyrazole-4-carboxaldehyde). The solvent is N1CCCCC1 (piperidine), CC(C)O (2-propanol). Conditions: temperature 75 celsius. The product is O=C1\C(\C2=C(N1)SC(=C2)C(=O)N)=C/C=2C(=NNC2)C2=CC=C(C=C2)OC ((Z)-5,6-dihydro-5-oxo-4-[[3-(4-methoxyphenyl)-1H-pyrazol-4-yl]methylene]-4H-thieno [2,3-b]pyrrole-2-carboxamide). Yield: 52.6%. As a reaction SMILES: [O:1]=[C:2]1[NH:6][C:5]2[S:7][C:8]([C:10]([NH2:12])=[O:11])=[CH:9][C:4]=2[CH2:3]1.[CH3:13][O:14][C:15]1[CH:20]=[CH:19][C:18]([C:21]2[C:25]([CH:26]=O)=[CH:24][NH:23][N:22]=2)=[CH:17][CH:16]=1>N1CCCCC1.CC(O)C>[O:1]=[C:2]1[NH:6][C:5]2[S:7][C:8]([C:10]([NH2:12])=[O:11])=[CH:9][C:4]=2/[C:3]/1=[CH:26]/[C:25]1[C:21]([C:18]2[CH:19]=[CH:20][C:15]([O:14][CH3:13])=[CH:16][CH:17]=2)=[N:22][NH:23][CH:24]=1. Reported procedure: 5,6-Dihydro-5-oxo-4H-thieno[2,3-b]pyrrole-2-carboxamide (25 mg, 0.14 mmol) was dissolved in a solution of 1% piperidine in 2-propanol (2 ml). 3-(4-Methoxyphenyl)-1H-pyrazole-4-carboxaldehyde (0.15 mmol, 28 mg) was added in one portion and the mixture heated at 75° C. for 1 hour. The reaction mixture was poured into an ice/water mixture (2 ml) and the precipitated solid was collected by filtration and washed with water to give 27 mg of (Z)-5,6-dihydro-5-oxo-4-[[3-(4-methoxyphenyl)-1H-pyrazol-4-yl... Reactants: C(#N)C1=CC=C2C=3C(C4=C(C(C3NC2=C1)(C)C)C=C(C=C4)OS(=O)(=O)C(F)(F)F)=O (Trifluoro-methanesulfonic acid 3-cyano-6,6-dimethyl-11-oxo-6,11-dihydro-5H-benzo[b]carbazol-8-yl ester), CS(=O)(=O)C1CNCC1 (3-methanesulfonylpyrrolidine). The product is CS(=O)(=O)C1CN(CC1)C=1C=CC2=C(C(C=3NC4=CC(=CC=C4C3C2=O)C#N)(C)C)C1 (8-(3-Methanesulfonyl-pyrrolidin-1-yl)-6,6-dimethyl-11-oxo-6,11-dihydro-5H-benzo[b]carbazole-3-carbonitrile). As a reaction SMILES: [C:1]([C:3]1[CH:15]=[C:14]2[C:6]([C:7]3[C:8](=[O:30])[C:9]4[CH:21]=[CH:20][C:19](OS(C(F)(F)F)(=O)=O)=[CH:18][C:10]=4[C:11]([CH3:17])([CH3:16])[C:12]=3[NH:13]2)=[CH:5][CH:4]=1)#[N:2].[CH3:31][S:32]([CH:35]1[CH2:39][CH2:38][NH:37][CH2:36]1)(=[O:34])=[O:33]>>[CH3:31][S:32]([CH:35]1[CH2:39][CH2:38][N:37]([C:19]2[CH:20]=[CH:21][C:9]3[C:8](=[O:30])[C:7]4[C:6]5[C:14](=[CH:15][C:3]([C:1]#[N:2])=[CH:4][CH:5]=5)[NH:13][C:12]=4[C:11]([CH3:17])([CH3:16])[C:10]=3[CH:18]=2)[CH2:36]1)(=[O:34])=[O:33]. Procedure: Under the same conditions as the method for synthesizing Compound B2-1, the title compound was prepared from Compound B1 and 3-methanesulfonylpyrrolidine. Reactants: O (water), [Si](C)(C)(C(C)(C)C)OC1=C2CCC(C2=CC=C1)=O (4-(tert-butyldimethylsilyl)oxy-1-indanone), ICCCC (1-iodobutane), CC(C)([O-])C.[K+] (potassium tert-butoxide), C1=CC=CC=C1 (benzene). Yields the product C(CCC)C1(C(C2=CC=CC(=C2C1)O)=O)CCCC (2,2-dibutyl-4-hydroxy-1-indanone). RXN SMILES: [Si]([O:8][C:9]1[CH:17]=[CH:16][CH:15]=[C:14]2[C:10]=1[CH2:11][CH2:12][C:13]2=[O:18])(C(C)(C)C)(C)C.I[CH2:20][CH2:21][CH2:22][CH3:23].CC(C)([O-])C.[K+].O.[CH:31]1[CH:36]=CC=[CH:33][CH:32]=1>>[CH2:20]([C:12]1([CH2:36][CH2:31][CH2:32][CH3:33])[CH2:11][C:10]2[C:14](=[CH:15][CH:16]=[CH:17][C:9]=2[OH:8])[C:13]1=[O:18])[CH2:21][CH2:22][CH3:23] |f:2.3|. Procedure details: A mixture of 4-(tert-butyldimethylsilyl)oxy-1-indanone (524 mg), 1-iodobutane (0.91 ml), and potassium tert-butoxide (896 mg) in dry benzene (15 ml) was refluxed for 2 hours under nitrogen. The reaction mixture was allowed to cool and poured into water. The separated oil was extracted with ethyl acetate. The organic layer was washed with brine, and concentrated in vacuo. The residue was subjected to column-chromatography on silica gel (elution by 10% n-hexane in dichloromethane and then dichloro... Reactants: C(C)(=O)OCC (ethyl acetate), BrC1=C(C=CC=C1)O (2-bromophenol), C(C#C)Br (propargyl bromide), C([O-])([O-])=O.[K+].[K+] (potassium carbonate). The solvent is CN(C)C=O (DMF). Reaction conditions: time 14 hour. The product is C(C#C)OC1=C(C=CC=C1)Br (2-bromophenyl propargyl ether). Isolated yield 106.2%. As a reaction SMILES: [Br:1][C:2]1[CH:7]=[CH:6][CH:5]=[CH:4][C:3]=1[OH:8].[CH2:9](Br)[C:10]#[CH:11].C(=O)([O-])[O-].[K+].[K+].C(OCC)(=O)C>CN(C=O)C>[CH2:11]([O:8][C:3]1[CH:4]=[CH:5][CH:6]=[CH:7][C:2]=1[Br:1])[C:10]#[CH:9] |f:2.3.4|. Procedure details: 2-bromophenol (6.12 g, 35.3 mmol) and propargyl bromide (5.67 g, 38.1 mmol) were dissolved in DMF (34 ml). This solution was added with potassium carbonate (10.9 g, 78.9 mmol) and stirred at room temperature for 14 hours. The reaction solution was added with ethyl acetate, sequentially washed with water and saturated sodium chloride water, and dried with anhydrous sodium sulfate. Concentration under reduced pressure was carried out to obtain the title compound (7.91 g, 98.0%) as a yellow oily pr... The reactants are C1(=CC=C(C=C1)S(=O)(=O)N1[C@H](C(=O)N[C@@H](CC2=CC=CC=C2)C(=O)O)CCC1)C (N-(Toluene-4-sulfonyl)-L-prolyl-L-phenylalanine), Amino Acids, Cl.CON (O-methylhydroxylamine hydrochloride), anhydride. Product: CONC([C@@H](NC([C@H]1N(CCC1)S(=O)(=O)C1=CC=C(C=C1)C)=O)CC1=CC=CC=C1)=O (N-(Toluene-4-sulfonyl)-L-prolyl-L-phenylalanine N-Methoxyamide). As a reaction SMILES: [C:1]1([CH3:29])[CH:6]=[CH:5][C:4]([S:7]([N:10]2[CH2:28][CH2:27][CH2:26][C@H:11]2[C:12]([NH:14][C@H:15]([C:23]([OH:25])=O)[CH2:16][C:17]2[CH:22]=[CH:21][CH:20]=[CH:19][CH:18]=2)=[O:13])(=[O:9])=[O:8])=[CH:3][CH:2]=1.Cl.[CH3:31][O:32][NH2:33]>>[CH3:31][O:32][NH:33][C:23](=[O:25])[C@H:15]([CH2:16][C:17]1[CH:22]=[CH:21][CH:20]=[CH:19][CH:18]=1)[NH:14][C:12](=[O:13])[C@@H:11]1[CH2:26][CH2:27][CH2:28][N:10]1[S:7]([C:4]1[CH:3]=[CH:2][C:1]([CH3:29])=[CH:6][CH:5]=1)(=[O:9])=[O:8] |f:1.2|. Reported procedure: N-(Toluene-4-sulfonyl)-L-prolyl-L-phenylalanine was coupled to O-methylhydroxylamine hydrochloride using the mixed anhydride procedure (as described in Greenstein, J. P. and Milton Wenitz, “Chemistry of the Amino Acids,” volume 2, pp. 978-979, Robert E. Krieger Publishing Co., Malabar, Fla. (1961)) to give the title compound as an oil.